From a dataset of the Open Reaction Database (ORD), a public repository of structured organic reaction records. describe an organic reaction: reactants, conditions, products, and yield Reactants: CCN=C=NCCCN(C)C, Cl, Nc1cc(-c2ccncc2F)c(-c2cccnc2)nc1N, CN(C)C=O, O=C(O)c1cncnc1, On1nnc2ccccc21. Product: Nc1nc(-c2cccnc2)c(-c2ccncc2F)cc1NC(=O)c1cncnc1. As a reaction SMILES: [CH3:11][N:12]([CH3:13])[CH2:14][CH2:15][CH2:16][N:17]=[C:18]=[N:19][CH2:20][CH3:21].[ClH:10].[F:32][c:33]1[cH:34][n:35][cH:36][cH:37][c:38]1-[c:39]1[c:40](-[c:47]2[cH:48][n:49][cH:50][cH:51][cH:52]2)[n:41][c:42]([NH2:46])[c:43]([NH2:45])[cH:44]1.[O:53]=[CH:54][N:55]([CH3:56])[CH3:57].[n:1]1[cH:2][n:3][cH:4][c:5]([C:7](=[O:8])[OH:9])[cH:6]1.[n:22]1([OH:23])[c:24]2[cH:25][cH:26][cH:27][cH:28][c:29]2[n:30][n:31]1>>[n:1]1[cH:2][n:3][cH:4][c:5]([C:7](=[O:9])[NH:45][c:43]2[c:42]([NH2:46])[n:41][c:40](-[c:47]3[cH:48][n:49][cH:50][cH:51][cH:52]3)[c:39](-[c:38]3[c:33]([F:32])[cH:34][n:35][cH:36][cH:37]3)[cH:44]2)[cH:6]1. The reactants are [Na+].[Cl-] (NaCl), CC1(CC1)S(=O)(=O)N1CC(C1)=O (1-[(1-methylcyclopropyl)sulfonyl]azetidin-3-one), [H-].[Na+] (sodium hydride), C(#N)CP(OCC)(OCC)=O (diethyl cyanomethylphosphonate). The solvent is O (water), O1CCCC1 (tetrahydrofuran), O1CCCC1 (tetrahydrofuran). Conditions: time 45 minute. Yields the product CC1(CC1)S(=O)(=O)N1CC(C1)=CC#N (1-[(1-methylcyclopropyl)sulfonyl]azetidin-3-ylideneacetonitrile). Isolated yield 100.0%. RXN SMILES: [H-].[Na+].[C:3]([CH2:5]P(=O)(OCC)OCC)#[N:4].[CH3:14][C:15]1([S:18]([N:21]2[CH2:24][C:23](=O)[CH2:22]2)(=[O:20])=[O:19])[CH2:17][CH2:16]1.[Na+].[Cl-]>O1CCCC1.O>[CH3:14][C:15]1([S:18]([N:21]2[CH2:24][C:23](=[CH:5][C:3]#[N:4])[CH2:22]2)(=[O:19])=[O:20])[CH2:17][CH2:16]1 |f:0.1,4.5|. Reported procedure: To a mixture of sodium hydride (60% dispersion in mineral oil, 17 mg, 0.42 mmol) in tetrahydrofuran (2 mL) at 0° C. was added diethyl cyanomethylphosphonate (70 μL, 0.43 mmol) dropwise. The mixture was then allowed to reach room temperature and stir for a further 45 minutes. A solution of 1-[(1-methylcyclopropyl)sulfonyl]azetidin-3-one (prepared in Step 5) in tetrahydrofuran (1.0 mL) was added and the mixture was allowed to stir at ambient temperature for 16 hours. Into the reaction was added wa... The reactants are [N].N1CCCCC1 (piperidine nitrogen), C(=O)(OC(C)(C)C)N1CCC(CC1)CO (N-BOC-4-piperidinylcarbinol), OC1=NOC(=C1)C(=O)OC (methyl 3-hydroxyisoxazole-5-carboxylate), C(=O)(OCC1=CC=CC=C1)NC(SC)=NC(=O)OCC1=CC=CC=C1 (N,N'-diCBz-S-methylisothiourea), ester. The product is C(N)(=N)N1CCCCC1 (amidinopiperdine). Reaction SMILES: C(N1CCC(CO)CC1)(OC(C)(C)C)=O.OC1C=C(C(OC)=O)ON=1.[N].[NH:27]1[CH2:32][CH2:31][CH2:30][CH2:29][CH2:28]1.C([NH:43][C:44](=[N:47]C(OCC1C=CC=CC=1)=O)SC)(OCC1C=CC=CC=1)=O>>[C:44]([N:27]1[CH2:32][CH2:31][CH2:30][CH2:29][CH2:28]1)(=[NH:43])[NH2:47] |f:2.3|. Reported procedure: Scheme XIXb outlines the synthesis of the analogous compounds where R1 is 4-(1-amidinopiperidinyl) instead of 4-amidinophenyl. After initial condensation of N-BOC-4-piperidinylcarbinol with methyl 3-hydroxyisoxazole-5-carboxylate under Mitsunobu conditions, the intermediate ester is saponified and condensed with a 1,3-diaminpropionate using conditions described above. The piperidine nitrogen is deprotected and treated with N,N'-diCBz-S-methylisothiourea to give a protected amidinopiperdine. Hydr... Reactants: OCC1=CC=C(C=C1)[C@H](C)NC1=NC=CC(=N1)N1C(OC[C@@H]1C(C)C)=O ((S)-3-(2-((S)-1-(4-(hydroxymethyl)phenyl)ethylamino)pyrimidin-4-yl)-4-isopropyloxazolidin-2-one), CS(=O)(=O)Cl (methanesulfonyl chloride), CCN(C(C)C)C(C)C (DIPEA). The solvent is C(Cl)Cl (DCM). Reaction conditions: time 16 hour. The product is ClCC1=CC=C(C=C1)[C@H](C)NC1=NC=CC(=N1)N1C(OC[C@@H]1C(C)C)=O ((S)-3-(2-((S)-1-(4-(chloromethyl)phenyl)ethylamino)pyrimidin-4-yl)-4-isopropyloxazolidin-2-one). Reaction SMILES: O[CH2:2][C:3]1[CH:8]=[CH:7][C:6]([C@@H:9]([NH:11][C:12]2[N:17]=[C:16]([N:18]3[C@@H:22]([CH:23]([CH3:25])[CH3:24])[CH2:21][O:20][C:19]3=[O:26])[CH:15]=[CH:14][N:13]=2)[CH3:10])=[CH:5][CH:4]=1.CS([Cl:31])(=O)=O.CCN(C(C)C)C(C)C>C(Cl)Cl>[Cl:31][CH2:2][C:3]1[CH:8]=[CH:7][C:6]([C@@H:9]([NH:11][C:12]2[N:17]=[C:16]([N:18]3[C@@H:22]([CH:23]([CH3:25])[CH3:24])[CH2:21][O:20][C:19]3=[O:26])[CH:15]=[CH:14][N:13]=2)[CH3:10])=[CH:5][CH:4]=1. Procedure details: To a solution of (S)-3-(2-((S)-1-(4-(hydroxymethyl)phenyl)ethylamino)pyrimidin-4-yl)-4-isopropyloxazolidin-2-one (71 mg, 0.2 mmol) in DCM (2 mL) was added methanesulfonyl chloride (27 mg, 0.24 mmol) and DIPEA (0.070 mL, 0.4 mmol). The solution was stirred for 16 h at room temperature then washed with water and brine. After separation, the organic phase was dried over Na2SO4, filtered and concentrated. The crude product was used to next step without further purification. Reactants: CC1=NC=2N(C(=C1)O)N=C(C2S(=O)(=O)C2=CC=C(C=C2)C)SC (5-methyl-2-methylsulphanyl-3-(toluene-4-sulphonyl)-pyrazolo[1,5-a]pyrimidin-7-ol), O=P(Cl)(Cl)Cl (POCl3). The product is ClC1=CC(=NC=2N1N=C(C2S(=O)(=O)C2=CC=C(C=C2)C)SC)C (7-chloro-5-methyl-2-methylsulphanyl-3-(toluene-4-sulphonyl)-pyrazolo[1,5-a]pyrimidine). The yield is 95.0%. As a reaction SMILES: [CH3:1][C:2]1[CH:7]=[C:6](O)[N:5]2[N:9]=[C:10]([S:22][CH3:23])[C:11]([S:12]([C:15]3[CH:20]=[CH:19][C:18]([CH3:21])=[CH:17][CH:16]=3)(=[O:14])=[O:13])=[C:4]2[N:3]=1.O=P(Cl)(Cl)[Cl:26]>>[Cl:26][C:6]1[N:5]2[N:9]=[C:10]([S:22][CH3:23])[C:11]([S:12]([C:15]3[CH:16]=[CH:17][C:18]([CH3:21])=[CH:19][CH:20]=3)(=[O:14])=[O:13])=[C:4]2[N:3]=[C:2]([CH3:1])[CH:7]=1. Reported procedure: A suspension of 3.8 g (10.8 mmol) of 5-methyl-2-methylsulphanyl-3-(toluene-4-sulphonyl)-pyrazolo[1,5-a]pyrimidin-7-ol in 20 l of POCl3 was heated at reflux for 1 hr. The reaction solution was cooled to RT and evaporated. The residue was treated with 100 ml of ice-water and the pH value of the solution was adjusted to 8 with sat. NaHCO3 solution. The aqueous phase was extracted three times with CH2Cl2, and the organic phases were dried (MgSO4), filtered and evaporated. Chromatography (SiO2, CH2Cl...